Dataset: the Open Reaction Database (ORD), a public repository of structured organic reaction records. Task: describe an organic reaction: reactants, conditions, products, and yield The reactants are [OH-].[Na+] (sodium hydroxide), CI (methyl iodide), OC1=CC=C(C=C1)N1N=NN=C1S (1-(4-hydroxyphenyl)-1H-tetrazole-5-thiol). Solvent: O (water), O1CCCC1 (tetrahydrofuran), [Cl-].[Na+].O (brine). Conditions: time 5 hour. Yields the product CSC1=NN=NN1C1=CC=C(C=C1)O (4-(5-Methylsulfanyl-tetrazol-1-yl)-phenol). As a reaction SMILES: [OH-].[Na+].[CH3:3]I.[OH:5][C:6]1[CH:11]=[CH:10][C:9]([N:12]2[C:16]([SH:17])=[N:15][N:14]=[N:13]2)=[CH:8][CH:7]=1>O.O1CCCC1.[Cl-].[Na+].O>[CH3:3][S:17][C:16]1[N:12]([C:9]2[CH:10]=[CH:11][C:6]([OH:5])=[CH:7][CH:8]=2)[N:13]=[N:14][N:15]=1 |f:0.1,6.7.8|. Procedure details: A solution of sodium hydroxide (2.06 g) in water (120 ml) followed by methyl iodide (3.5 ml) was added to a solution of 1-(4-hydroxyphenyl)-1H-tetrazole-5-thiol (10 g) in tetrahydrofuran (30 ml ) and stirred at room temperature for 5 h. The mixture was poured into brine (120 ml), extracted with ethyl acetate (3×60 ml), dried (Na2SO4) and evaporated to give the title compound as a brown solid (10.64 g).